This data is from the Open Reaction Database (ORD), a public repository of structured organic reaction records. The task is: describe an organic reaction: reactants, conditions, products, and yield Reactants: O=C([O-])[O-], C=CCBr, [K+], [K+], CN(C)C=O, O, c1ccc2[nH]c(-c3nc4ccccc4o3)nc2c1. Yields the product C=CCn1c(-c2nc3ccccc3o2)nc2ccccc21. Reaction SMILES: [C:23](=[O:24])([O-:25])[O-:26].[CH2:1]([CH:2]=[CH2:3])[Br:4].[K+:27].[K+:28].[O:30]=[CH:31][N:32]([CH3:33])[CH3:34].[OH2:29].[nH:5]1[c:6](-[c:14]2[o:15][c:16]3[c:17]([n:18]2)[cH:19][cH:20][cH:21][cH:22]3)[n:7][c:8]2[c:9]1[cH:10][cH:11][cH:12][cH:13]2>>[CH2:1]([CH:2]=[CH2:3])[n:5]1[c:6](-[c:14]2[o:15][c:16]3[c:17]([n:18]2)[cH:19][cH:20][cH:21][cH:22]3)[n:7][c:8]2[c:9]1[cH:10][cH:11][cH:12][cH:13]2. Starting materials: Cl (hydrochloric acid), C(#N)C=1C(=CC(=NC1)NC(=O)N1CCCC2=CC(=C(N=C12)C(OC)OC)CN1C(CNCC1)=O)NCCOC (N-(5-cyano-4-((2-methoxyethyl)amino)pyridin-2-yl)-7-(dimethoxymethyl)-6-((2-oxopiperazin-1-yl)methyl)-3,4-dihydro-1,8-naphthyridine-1(2H)-carboxamide), C(#N)C=1C(=CC(=NC1)NC(=O)N1CCCC2=CC(=C(N=C12)C(OC)OC)CN1C(CNCC1)=O)NCCOC (N-(5-cyano-4-((2-methoxyethyl)amino)pyridin-2-yl)-7-(dimethoxymethyl)-6-((2-oxopiperazin-1-yl)methyl)-3,4-dihydro-1,8-naphthyridine-1(2H)-carboxamide). Solvent: C1CCOC1 (THF), O (water). Run at time 18 hour. Product: Cl.C(#N)C=1C(=CC(=NC1)NC(=O)N1CCCC2=CC(=C(N=C12)C=O)CN1C(CNCC1)=O)NCCOC (N-(5-cyano-4-((2-methoxyethyl)amino)pyridin-2-yl)-7-formyl-6-((2-oxopiperazin-1-yl)methyl)-3,4-dihydro-1,8-naphthyridine-1(2H)-carboxamide hydrochloride). Reaction SMILES: [ClH:1].[C:2]([C:4]1[C:5]([NH:36][CH2:37][CH2:38][O:39][CH3:40])=[CH:6][C:7]([NH:10][C:11]([N:13]2[C:22]3[C:17](=[CH:18][C:19]([CH2:28][N:29]4[CH2:34][CH2:33][NH:32][CH2:31][C:30]4=[O:35])=[C:20]([CH:23](OC)[O:24]C)[N:21]=3)[CH2:16][CH2:15][CH2:14]2)=[O:12])=[N:8][CH:9]=1)#[N:3]>C1COCC1.O>[ClH:1].[C:2]([C:4]1[C:5]([NH:36][CH2:37][CH2:38][O:39][CH3:40])=[CH:6][C:7]([NH:10][C:11]([N:13]2[C:22]3[C:17](=[CH:18][C:19]([CH2:28][N:29]4[CH2:34][CH2:33][NH:32][CH2:31][C:30]4=[O:35])=[C:20]([CH:23]=[O:24])[N:21]=3)[CH2:16][CH2:15][CH2:14]2)=[O:12])=[N:8][CH:9]=1)#[N:3] |f:4.5|. Reported procedure: Concentrated hydrochloric acid (0.31 ml) was added to a solution of N-(5-cyano-4-((2-methoxyethyl)amino)pyridin-2-yl)-7-(dimethoxymethyl)-6-((2-oxopiperazin-1-yl)methyl)-3,4-dihydro-1,8-naphthyridine-1(2H)-carboxamide (intermediate 121, 250 mg, 0.371 mmol) in THF (10 ml) and water (2 ml) at room temperature. After stirring for 18 h at room temperature the reaction mixture was evaporated. The residue was purified by reversed phase HPLC (RP 2) to give the title compound.